Dataset: the Open Reaction Database (ORD), a public repository of structured organic reaction records. Task: describe an organic reaction: reactants, conditions, products, and yield The reactants are C([O-])([O-])=O.[Na+].[Na+] (sodium carbonate), [OH-].[Na+] (sodium hydroxide), C(C)(C)N1C(CCC1)=O (1-isopropyl-2-pyrrolidone), BrC=1C=CC(=C(C=O)C1)F (5-bromo-2-fluorobenzaldehyde), Cl (hydrochloric acid), Cl (hydrochloric acid). The solvent is CS(=O)C (dimethyl sulfoxide). Conditions: temperature 0 celsius, time 3.5 hour. The product is BrC1=CC(=C(N(CCCC(=O)O)C(C)C)C=C1)C=O (4-(4-bromo-2-formylisopropylanilino)butyric acid). The yield is 7.8%. Reaction SMILES: [OH-].[Na+].[CH:3]([N:6]1C[CH2:9][CH2:8][C:7]1=O)([CH3:5])[CH3:4].Cl.[C:13](=[O:16])([O-])[O-:14].[Na+].[Na+].[Br:19][C:20]1[CH:21]=[CH:22][C:23](F)=[C:24]([CH:27]=1)[CH:25]=[O:26]>CS(C)=O>[Br:19][C:20]1[CH:21]=[CH:22][C:23]([N:6]([CH:3]([CH3:5])[CH3:4])[CH2:7][CH2:8][CH2:9][C:13]([OH:14])=[O:16])=[C:24]([CH:25]=[O:26])[CH:27]=1 |f:0.1,4.5.6|. Procedure: 4N sodium hydroxide (36 ml) was added to 1-isopropyl-2-pyrrolidone (9.2 g), and the mixture was stirred for 3.5 hours. After cooled to 0° C., the mixture was neutralized with concentrated hydrochloric acid. After sodium carbonate (15.3 g) was added thereto, a solution of 5-bromo-2-fluorobenzaldehyde (7.3 g) in dimethyl sulfoxide (96 ml) was added thereto, and the mixture was heated to reflux for 5 hours. After cooled to room temperature, pH was adjusted to approximate 4 with 6N hydrochloric acid... The reactants are C(C)(C)(C)OC(=O)N1CCN(CC1)C(C1=CC=C(C=C1)I)=O (4-(4-iodobenzoyl)piperazine-1-carboxylic acid tert-butyl ester), O=C1OC[C@H](N1)COC(C1=CC=CC=C1)=O (benzoic acid (R)-2-oxooxazolidin-4-ylmethyl ester). Product: C(C)(C)(C)OC(=O)N1CCN(CC1)C(C1=CC=C(C=C1)N1C(OC[C@H]1COC(C1=CC=CC=C1)=O)=O)=O ((R)-4-[4-(4-benzoyloxymethyl-2-oxooxazolidin-3-yl)benzoyl]piperazine-1-carboxylic acid tert-butyl ester). Yield: 90.3%. Reaction SMILES: [C:1]([O:5][C:6]([N:8]1[CH2:13][CH2:12][N:11]([C:14](=[O:22])[C:15]2[CH:20]=[CH:19][C:18](I)=[CH:17][CH:16]=2)[CH2:10][CH2:9]1)=[O:7])([CH3:4])([CH3:3])[CH3:2].[O:23]=[C:24]1[NH:28][C@H:27]([CH2:29][O:30][C:31](=[O:38])[C:32]2[CH:37]=[CH:36][CH:35]=[CH:34][CH:33]=2)[CH2:26][O:25]1>>[C:1]([O:5][C:6]([N:8]1[CH2:13][CH2:12][N:11]([C:14](=[O:22])[C:15]2[CH:20]=[CH:19][C:18]([N:28]3[C@H:27]([CH2:29][O:30][C:31](=[O:38])[C:32]4[CH:37]=[CH:36][CH:35]=[CH:34][CH:33]=4)[CH2:26][O:25][C:24]3=[O:23])=[CH:17][CH:16]=2)[CH2:10][CH2:9]1)=[O:7])([CH3:4])([CH3:3])[CH3:2]. Procedure: By reaction and treatment in the same manner as in Preparation Example 91 and using 4-(4-iodobenzoyl)piperazine-1-carboxylic acid tert-butyl ester (3.75 g) described in Preparation Example 161 and benzoic acid (R)-2-oxooxazolidin-4-ylmethyl ester (1.99 g), the title compound (4.14 g) was obtained. Starting materials: C(C)(C)(C)OC(=O)N1CCN(CC1)C(CNC(=O)C1=CC2=C(N(C(=N2)NC=2SC3=C(N2)C=CC(=C3)OC(F)(F)F)C)C=C1)=O (4-(2-{[1-methyl-2-(6-trifluoromethoxy-benzothiazol-2-ylamino)-1H-benzimidazole-5-carbonyl]amino}-acetyl)-piperazine-1-carboxylic acid tert-butyl ester), Cl (hydrochloric acid). The product is Cl.Cl.O=C(CNC(=O)C1=CC2=C(N(C(=N2)NC=2SC3=C(N2)C=CC(=C3)OC(F)(F)F)C)C=C1)N1CCNCC1 (1-Methyl-2-(6-trifluoromethoxy-benzothiazol-2-ylamino)-1H-benzimidazole-5-carboxylic acid (2-oxo-2-piperazin-1-yl-ethyl)-amide dihydrochloride). As a reaction SMILES: C(OC([N:8]1[CH2:13][CH2:12][N:11]([C:14](=[O:44])[CH2:15][NH:16][C:17]([C:19]2[CH:43]=[CH:42][C:22]3[N:23]([CH3:41])[C:24]([NH:26][C:27]4[S:28][C:29]5[CH:35]=[C:34]([O:36][C:37]([F:40])([F:39])[F:38])[CH:33]=[CH:32][C:30]=5[N:31]=4)=[N:25][C:21]=3[CH:20]=2)=[O:18])[CH2:10][CH2:9]1)=O)(C)(C)C.[ClH:45]>>[ClH:45].[ClH:45].[O:44]=[C:14]([N:11]1[CH2:10][CH2:9][NH:8][CH2:13][CH2:12]1)[CH2:15][NH:16][C:17]([C:19]1[CH:43]=[CH:42][C:22]2[N:23]([CH3:41])[C:24]([NH:26][C:27]3[S:28][C:29]4[CH:35]=[C:34]([O:36][C:37]([F:40])([F:39])[F:38])[CH:33]=[CH:32][C:30]=4[N:31]=3)=[N:25][C:21]=2[CH:20]=1)=[O:18] |f:2.3.4|. Procedure: 1-Methyl-2-(6-trifluoromethoxy-benzothiazol-2-ylamino)-1H-benzimidazole-5-carboxylic acid (2-oxo-2-piperazin-1-yl-ethyl)-amide dihydrochloride (42 mg) was prepared by following General Procedure L using 4-(2-{[1-methyl-2-(6-trifluoromethoxy-benzothiazol-2-ylamino)-1H-benzimidazole-5-carbonyl]amino}-acetyl)-piperazine-1-carboxylic acid tert-butyl ester (63 mg), and hydrochloric acid (0.25 ml, 4.0 N solution dioxane). LC/MS: m/z 535. 1H NMR (DMSO-d6, 400 MHz): δ 9.55 (br, 1H), 9.48 (br, 1H), 8.64 ... The reactants are C(C1=CC=CC=C1)OC1=CC(OC2=CC(=CC=C12)O)=O (4-benzyloxy-7-hydroxycoumarin), [H-].[Na+] (sodium hydride), C(C)(=O)C1=C(C(=C(OCC(CCl)O)C=C1)CCC)O (1-(4-Acetyl-3-hydroxy-2-n-propylphenoxy)-3-chloro-2-propanol). Solvent: CN(C)C=O (DMF), CN(C)C=O (DMF). Run at time 1 hour. The product is C(C)(=O)C1=C(C(=C(OCC(COC2=CC=C3C(=CC(OC3=C2)=O)OCC2=CC=CC=C2)O)C=C1)CCC)O (7-(3-[4-Acetyl-3-hydroxy-2-n-propylphenoxy]-2-hydroxypropoxy)-4-benzyloxycoumarin). As a reaction SMILES: [CH2:1]([O:8][C:9]1[C:18]2[C:13](=[CH:14][C:15]([OH:19])=[CH:16][CH:17]=2)[O:12][C:11](=[O:20])[CH:10]=1)[C:2]1[CH:7]=[CH:6][CH:5]=[CH:4][CH:3]=1.[H-].[Na+].[C:23]([C:26]1[CH:37]=[CH:36][C:29]([O:30][CH2:31][CH:32]([OH:35])[CH2:33]Cl)=[C:28]([CH2:38][CH2:39][CH3:40])[C:27]=1[OH:41])(=[O:25])[CH3:24]>CN(C=O)C>[C:23]([C:26]1[CH:37]=[CH:36][C:29]([O:30][CH2:31][CH:32]([OH:35])[CH2:33][O:19][C:15]2[CH:14]=[C:13]3[C:18]([C:9]([O:8][CH2:1][C:2]4[CH:7]=[CH:6][CH:5]=[CH:4][CH:3]=4)=[CH:10][C:11](=[O:20])[O:12]3)=[CH:17][CH:16]=2)=[C:28]([CH2:38][CH2:39][CH3:40])[C:27]=1[OH:41])(=[O:25])[CH3:24] |f:1.2|. Procedure: A solution of 4-benzyloxy-7-hydroxycoumarin (5.36 g; 6.02 mole) in dry DMF (30 ml) was treated with 100% sodium hydride (0.48 g; 0.02 mole) and stirred at 100° for about 1 hr. To this was added a solution of 1-(4-Acetyl-3-hydroxy-2-n-propylphenoxy)-3-chloro-2-propanol (7 g) in DMF (2 ml) and the mixture stirred at 100° for an additional 4 hrs. After removal of the solvent in vacuo, water was added and the product extracted into chloroform. Chromatography of the extract on 300 g of silica gel elu...